From a dataset of the Open Reaction Database (ORD), a public repository of structured organic reaction records. describe an organic reaction: reactants, conditions, products, and yield The reactants are CNCC(O)c1ccc2ccccc2n1, CCN(C(C)C)C(C)C, Cc1c(CCl)sc2c(=O)c(C(=O)NCc3ccc(Cl)cc3)cn(C)c12, CN(C)C=O, O. The product is Cc1c(CN(C)CC(O)c2ccc3ccccc3n2)sc2c(=O)c(C(=O)NCc3ccc(Cl)cc3)cn(C)c12. RXN SMILES: [CH3:26][NH:27][CH2:28][CH:29]([OH:30])[c:31]1[n:32][c:33]2[cH:34][cH:35][cH:36][cH:37][c:38]2[cH:39][cH:40]1.[CH:41]([N:42]([CH:43]([CH3:44])[CH3:45])[CH2:46][CH3:47])([CH3:48])[CH3:49].[Cl:1][c:2]1[cH:3][cH:4][c:5]([CH2:6][NH:7][C:8](=[O:9])[c:10]2[c:11](=[O:23])[c:12]3[c:13]([n:14]([CH3:16])[cH:15]2)[c:17]([CH3:22])[c:18]([CH2:20][Cl:21])[s:19]3)[cH:24][cH:25]1.[O:50]=[CH:51][N:52]([CH3:53])[CH3:54].[OH2:55]>>[Cl:1][c:2]1[cH:3][cH:4][c:5]([CH2:6][NH:7][C:8](=[O:9])[c:10]2[c:11](=[O:23])[c:12]3[c:13]([n:14]([CH3:16])[cH:15]2)[c:17]([CH3:22])[c:18]([CH2:20][N:27]([CH3:26])[CH2:28][CH:29]([OH:30])[c:31]2[n:32][c:33]4[cH:34][cH:35][cH:36][cH:37][c:38]4[cH:39][cH:40]2)[s:19]3)[cH:24][cH:25]1. Starting materials: CSC1=NC=CC(=N1)\C=C/1\C(NC(S1)=O)=O ((Z)-5-((2-(methylthio)pyrimidin-4-yl)methylene)thiazolidine-2,4-dione), C1CCOC1 (THF), OOS(=O)[O-].[K+] (oxone). The solvent is O (water). Reaction conditions: time 48 hour. The product is CS(=O)(=O)C1=NC=CC(=N1)\C=C/1\C(NC(S1)=O)=O ((Z)-5-((2-(methylsulfonyl)pyrimidin-4-yl)methylene)thiazolidine-2,4-dione). RXN SMILES: CS[C:3]1[N:8]=[C:7](/[CH:9]=[C:10]2/[C:11](=[O:16])[NH:12][C:13](=[O:15])[S:14]/2)[CH:6]=[CH:5][N:4]=1.O[O:18][S:19]([O-:21])=O.[K+].[CH2:23]1COCC1>O>[CH3:23][S:19]([C:3]1[N:8]=[C:7](/[CH:9]=[C:10]2/[C:11](=[O:16])[NH:12][C:13](=[O:15])[S:14]/2)[CH:6]=[CH:5][N:4]=1)(=[O:21])=[O:18] |f:1.2|. Reported procedure: A mixture of (Z)-5-((2-(methylthio)pyrimidin-4-yl)methylene)thiazolidine-2,4-dione (5) (3.5 g, 13.82 mmol) in THF (100 mL, 0.13 M) was treated with a solution of oxone (25.8 g, 41.5 mmol, 3.0 equiv.) in water (175 mL). The resulting mixture was stirred at room temperature for 48 h. The resulting precipitate was filtered and washed with water (20 mL) and diethyl ether (20 mL) to afford (Z)-5-((2-(methylsulfonyl)pyrimidin-4-yl)methylene)thiazolidine-2,4-dione (6) as a solid (2.48 g, 3.94 g theoret...